From a dataset of the Open Reaction Database (ORD), a public repository of structured organic reaction records. describe an organic reaction: reactants, conditions, products, and yield The reactants are [BH4-], CCO, Cl, COC(=O)C1Cc2c([nH]c3ccc(F)cc23)CN1, [Na+], O. Yields the product OCC1Cc2c([nH]c3ccc(F)cc23)CN1. Reaction SMILES: [BH4-:20].[CH3:22][CH2:23][OH:24].[ClH:1].[F:2][c:3]1[cH:4][c:5]2[c:6]3[c:11]([nH:12][c:13]2[cH:14][cH:15]1)[CH2:10][NH:9][CH:8]([C:16](=[O:17])[O:18][CH3:19])[CH2:7]3.[Na+:21].[OH2:25]>>[F:2][c:3]1[cH:4][c:5]2[c:6]3[c:11]([nH:12][c:13]2[cH:14][cH:15]1)[CH2:10][NH:9][CH:8]([CH2:16][OH:17])[CH2:7]3. The reactants are BrC1=CC(=CC2=C1OC1=C2C(CC(N1)C(=O)OC(C)(C)C)C)Cl (tert-butyl 8-bromo-6-chloro-4-methyl-3,4-dihydrobenzofuro[3,2-e]pyridine-2(1H)-carboxylate), C1(=CC=CC=C1)S(=O)[O-].[Na+] (sodium benzenesulfinate), di-palladium tris(dibenzylideneacetone), C([O-])([O-])=O.[Cs+].[Cs+] (cesium carbonate), CC1(C2=C(C(=CC=C2)P(C3=CC=CC=C3)C4=CC=CC=C4)OC5=C(C=CC=C51)P(C6=CC=CC=C6)C7=CC=CC=C7)C (xantphos). The solvent is C1(=CC=CC=C1)C (toluene). Conditions: temperature 110 celsius. Product: ClC=1C=C(C2=C(C1)C=1C(CC(NC1O2)C(=O)OC(C)(C)C)C)S(=O)(=O)C2=CC=CC=C2 (tert-butyl 6-chloro-4-methyl-8-(phenylsulfonyl)-3,4-dihydrobenzofuro[3,2-e]pyridine-2(1H)-carboxylate). The yield is 29.6%. RXN SMILES: Br[C:2]1[C:7]2[O:8][C:9]3[NH:14][CH:13]([C:15]([O:17][C:18]([CH3:21])([CH3:20])[CH3:19])=[O:16])[CH2:12][CH:11]([CH3:22])[C:10]=3[C:6]=2[CH:5]=[C:4]([Cl:23])[CH:3]=1.[C:24]1([S:30]([O-:32])=[O:31])[CH:29]=[CH:28][CH:27]=[CH:26][CH:25]=1.[Na+].C(=O)([O-])[O-].[Cs+].[Cs+].CC1(C)C2C(=C(P(C3C=CC=CC=3)C3C=CC=CC=3)C=CC=2)OC2C(P(C3C=CC=CC=3)C3C=CC=CC=3)=CC=CC1=2>C1(C)C=CC=CC=1>[Cl:23][C:4]1[CH:3]=[C:2]([S:30]([C:24]2[CH:29]=[CH:28][CH:27]=[CH:26][CH:25]=2)(=[O:32])=[O:31])[C:7]2[O:8][C:9]3[NH:14][CH:13]([C:15]([O:17][C:18]([CH3:21])([CH3:20])[CH3:19])=[O:16])[CH2:12][CH:11]([CH3:22])[C:10]=3[C:6]=2[CH:5]=1 |f:1.2,3.4.5|. Procedure: A mixture of the product of step B (560 mg, 1.39 mmol), sodium benzenesulfinate (275 mg, 1.67 mmol), di-palladium-tris(dibenzylideneacetone) (179 mg, 0.19 mmol), cesium carbonate (683 mg, 2.09 mmol) and xantphos (225 mg, 0.39 mmol) were suspended in anhydrous toluene (20 mL). The reaction flask was purged with argon and heated to 110° C. for 6 h. After cooling to ambient temperature, the reaction was diluted with dichloromethane and filtered through a celite bed. The filtrate was concentrated in... The reactants are CCOC(=O)CC(=O)OCC, O=[N+]([O-])c1ccc(F)cc1OCC1CC1, [H-], [Na+], CN(C)C=O, O. Yields the product CCOC(=O)C(C(=O)OCC)c1ccc([N+](=O)[O-])c(OCC2CC2)c1. As a reaction SMILES: [C:1]([CH2:2][C:3](=[O:4])[O:5][CH2:6][CH3:7])(=[O:8])[O:9][CH2:10][CH3:11].[CH:14]1([CH2:17][O:18][c:19]2[c:20]([N+:26](=[O:27])[O-:28])[cH:21][cH:22][c:23]([F:25])[cH:24]2)[CH2:15][CH2:16]1.[H-:12].[Na+:13].[O:30]=[CH:31][N:32]([CH3:33])[CH3:34].[OH2:29]>>[C:1]([CH:2]([C:3](=[O:4])[O:5][CH2:6][CH3:7])[c:23]1[cH:22][cH:21][c:20]([N+:26](=[O:27])[O-:28])[c:19]([O:18][CH2:17][CH:14]2[CH2:15][CH2:16]2)[cH:24]1)(=[O:8])[O:9][CH2:10][CH3:11]. The reactants are C(C)N(C(C1=CC(=C(C=C1)F)[N+](=O)[O-])=O)CC (N,N-diethyl-4-fluoro-3-nitrobenzamide), COCCN (2-methoxyethanamine). The solvent is CCO (EtOH). Reaction conditions: temperature 90 celsius. Yields the product C(C)N(C(C1=CC(=C(C=C1)NCCOC)[N+](=O)[O-])=O)CC (N,N-diethyl-4-[(2-methoxyethyl)amino]-3-nitrobenzamide). Yield: 85.4%. RXN SMILES: [CH2:1]([N:3]([CH2:16][CH3:17])[C:4](=[O:15])[C:5]1[CH:10]=[CH:9][C:8](F)=[C:7]([N+:12]([O-:14])=[O:13])[CH:6]=1)[CH3:2].[CH3:18][O:19][CH2:20][CH2:21][NH2:22]>CCO>[CH2:1]([N:3]([CH2:16][CH3:17])[C:4](=[O:15])[C:5]1[CH:10]=[CH:9][C:8]([NH:22][CH2:21][CH2:20][O:19][CH3:18])=[C:7]([N+:12]([O-:14])=[O:13])[CH:6]=1)[CH3:2]. Procedure details: Following general procedure 2B: A mixture of N,N-diethyl-4-fluoro-3-nitrobenzamide (0.200 g, 0.833 mmol), 2-methoxyethanamine (0.065 mL, 0.757 mmol) in 80% aq. EtOH (5 mL) was heated at 90° C. overnight: After work-up, the crude product was purified by silica gel column chromatography (33% EtOAc/Hexanes to 50% EtOAc/Hexanes) to provide the title compound (0.191 g, 85%) as a bright yellow solid. 1H-NMR (CDCl3): δ 8.34 (s, 1H), 8.28 (d, J=2.8 Hz, 1H), 7.56 (dd, J=8.4 Hz, J=1.6 Hz, 1H), 6.91 (d, J=... Starting materials: C=CCOc1ccc(CCCCNC(=O)OCc2ccccc2)cc1, ClCCl, O=C(OO)c1cccc(Cl)c1. Yields the product O=C(NCCCCc1ccc(OCC2CO2)cc1)OCc1ccccc1. As a reaction SMILES: [CH2:12]([c:13]1[cH:14][cH:15][cH:16][cH:17][cH:18]1)[O:19][C:20]([NH:21][CH2:22][CH2:23][CH2:24][CH2:25][c:26]1[cH:27][cH:28][c:29]([O:32][CH2:33][CH:34]=[CH2:35])[cH:30][cH:31]1)=[O:36].[CH2:37]([Cl:38])[Cl:39].[Cl:1][c:2]1[cH:3][c:4]([C:9](=[O:6])[O:10][OH:11])[cH:5][cH:7][cH:8]1>>[O:6]1[CH:34]([CH2:33][O:32][c:29]2[cH:28][cH:27][c:26]([CH2:25][CH2:24][CH2:23][CH2:22][NH:21][C:20]([O:19][CH2:12][c:13]3[cH:14][cH:15][cH:16][cH:17][cH:18]3)=[O:36])[cH:31][cH:30]2)[CH2:35]1. Starting materials: ClC1=NC=C(C(=C1)NC1=NNC(=C1)C1CC1)[N+](=O)[O-] (2-chloro-N-(5-cyclopropyl-1H-pyrazol-3-yl)-5-nitropyridin-4-amine), FC1=CC=C(C=C1)[C@H](C)N ((S)-1-(4-fluoro-phenyl)-ethylamine), CCN(C(C)C)C(C)C (DIEA). The solvent is CCCCO (n-BuOH). Reaction conditions: temperature 180 celsius. Yields the product C1(CC1)C1=CC(=NN1)NC1=CC(=NC=C1[N+](=O)[O-])N[C@@H](C)C1=CC=C(C=C1)F ((S)-N4-(5-Cyclopropyl-1H-pyrazol-3-yl)-N2-(1-(4-fluorophenyl)ethyl)-5-nitropyridine-2,4-diamine). The yield is 81.4%. As a reaction SMILES: Cl[C:2]1[CH:7]=[C:6]([NH:8][C:9]2[CH:13]=[C:12]([CH:14]3[CH2:16][CH2:15]3)[NH:11][N:10]=2)[C:5]([N+:17]([O-:19])=[O:18])=[CH:4][N:3]=1.[F:20][C:21]1[CH:26]=[CH:25][C:24]([C@@H:27]([NH2:29])[CH3:28])=[CH:23][CH:22]=1.CCN(C(C)C)C(C)C>CCCCO>[CH:14]1([C:12]2[NH:11][N:10]=[C:9]([NH:8][C:6]3[C:5]([N+:17]([O-:19])=[O:18])=[CH:4][N:3]=[C:2]([NH:29][C@H:27]([C:24]4[CH:25]=[CH:26][C:21]([F:20])=[CH:22][CH:23]=4)[CH3:28])[CH:7]=3)[CH:13]=2)[CH2:16][CH2:15]1. Procedure: A mixture of 2-chloro-N-(5-cyclopropyl-1H-pyrazol-3-yl)-5-nitropyridin-4-amine (Method 90, 0.15 g, 0.54 mmol), (S)-1-(4-fluoro-phenyl)-ethylamine (0.093 g, 0.67 mmol), and DIEA (0.12 ml, 0.67 mmol) in n-BuOH (5 ml) was heated in a sealed tube at 180° C. for 32 hours. The solvent was removed under reduced pressure and the residue was purified by column chromatography (hexane-EtOAc=1:1) to give the title compound as a yellow solid (0.168 g, 82%). 1H NMR (400 MHz) 12.37 (s, 1H), 9.59 (b, 1H), 8.83 ... Starting materials: FC1=CC=C(CC2CCNCC2)C=C1 (4-(4-fluorobenzyl)piperidine), Cl (hydrochloride), OC1=CC=C(SCC=O)C=C1 (4-hydroxythiophenoxyacetaldehyde). Run in CO (MeOH). Product: Cl.FC1=CC=C(CC2CCN(CC2)CCSC2=CC=C(C=C2)O)C=C1 (4-(4-Fluorobenzyl)-1-(2-(4-hydroxythiophenoxy)ethyl)piperidine hydrochloride). RXN SMILES: [F:1][C:2]1[CH:14]=[CH:13][C:5]([CH2:6][CH:7]2[CH2:12][CH2:11][NH:10][CH2:9][CH2:8]2)=[CH:4][CH:3]=1.[ClH:15].[OH:16][C:17]1[CH:26]=[CH:25][C:20]([S:21][CH2:22][CH:23]=O)=[CH:19][CH:18]=1>CO>[ClH:15].[F:1][C:2]1[CH:3]=[CH:4][C:5]([CH2:6][CH:7]2[CH2:8][CH2:9][N:10]([CH2:23][CH2:22][S:21][C:20]3[CH:25]=[CH:26][C:17]([OH:16])=[CH:18][CH:19]=3)[CH2:11][CH2:12]2)=[CH:13][CH:14]=1 |f:4.5|. Procedure: The title compound was prepared from 4-(4-fluorobenzyl)piperidine (from 804 mg of the hydrochloride), 4-hydroxythiophenoxyacetaldehyde (560 mg, 3.33 mmol) and NaCNH3B (416 mg, 6.66 mmol) in MeOH (100 mL) as a colorless crystalline solid (430 mg): mp 177-178° C.; 1H NMR (CD3OD) 1.40-1.60 (m, 2H), 1.76-1.92 (m, 3H), 2.59 (d, J=6.3 Hz, 2H), 2.81-3.00 (m, 2H), 3.08-3.26 (m, 4H), 3.42-3.58 (m, 2H), 6.78 (d, J=8.7 Hz, 2H), 6.96-7.22 (m, 4 H), 7.36 (d, J=8.7 Hz, 2H). Yield: 18.0%. Reaction SMILES: Cl[C:2]1[N:3]=[N:4][C:5]([S:8][CH3:9])=[CH:6][CH:7]=1.Cl.[CH3:11][C:12]1[CH:13]=[C:14]([C:18]2[CH2:19][CH2:20][NH:21][CH2:22][CH:23]=2)[CH:15]=[CH:16][CH:17]=1.C(=O)([O-])[O-].[Na+].[Na+]>C(O)CCC>[CH3:11][C:12]1[CH:13]=[C:14]([C:18]2[CH2:23][CH2:22][N:21]([C:2]3[N:3]=[N:4][C:5]([S:8][CH3:9])=[CH:6][CH:7]=3)[CH2:20][CH:19]=2)[CH:15]=[CH:16][CH:17]=1 |f:1.2,3.4.5|. Conditions: time 48 hour. The product is CC=1C=C(C=CC1)C=1CCN(CC1)C=1N=NC(=CC1)SC (3-[3.6-dihydro-4-(3-methylphenyl)-1(2H)-pyridinyl]-6-(methylthio)pyridazine). The reactants are ClC=1N=NC(=CC1)SC (3-chloro-6-(methylthio)pyridazine), Cl.CC=1C=C(C=CC1)C=1CCNCC1 (1,2,3,6-tetrahydro-4-(3-methylphenyl)pyridine hydrochloride), C([O-])([O-])=O.[Na+].[Na+] (sodium carbonate). Reported procedure: A mixture of 3.2 parts of 3-chloro-6-(methylthio)pyridazine, 3.14 parts of 1,2,3,6-tetrahydro-4-(3-methylphenyl)pyridine hydrochloride, 5.3 parts of sodium carbonate and 80 parts of 1-butanol was stirred for 48 hours at reflux temperature. The reaction mixture was evaporated. Water was added. The product was extracted with trichloromethane. The extract was dried, filtered and evaporated. The residue was purified by column chromatography over silica gel using a mixture of trichloromethane and met... The solvent is C(CCC)O (1-butanol).